Dataset: the Open Reaction Database (ORD), a public repository of structured organic reaction records. Task: describe an organic reaction: reactants, conditions, products, and yield Starting materials: CN(C=O)C (dimethylformamide), CuCl, Cl.ClC=1C=CC(=C(C#N)C1)NC1=CC(CCC1)=O (5-chloro-2-(3-oxocyclohexen-1-yl)aminobenzonitrile hydrochloride), O=C1C=C(CCC1)NC1=C(C#N)C=CC=C1 (2-(3-oxocyclohexen-1-yl)aminobenzonitrile), C(=O)([O-])[O-].[K+].[K+] (K2CO3), cuprous chloride, CuCl. Solvent: C1(=CC=CC=C1)C (toluene). Product: NC=1C2=CC(=CC=C2N=C2CCCC(C12)=O)Cl (9-Amino-7-chloro-3,4-dihyroacridin-1(2H)-one). The yield is 4.3%. Reaction SMILES: CN(C)C=O.Cl.[Cl:7][C:8]1[CH:9]=[CH:10][C:11]([NH:16][C:17]2[CH2:22][CH2:21][CH2:20][C:19](=[O:23])[CH:18]=2)=[C:12]([CH:15]=1)[C:13]#[N:14].O=C1CCCC(NC2C=CC=CC=2C#N)=C1.C([O-])([O-])=O.[K+].[K+]>C1(C)C=CC=CC=1>[NH2:14][C:13]1[C:12]2[C:11]([N:16]=[C:17]3[C:18]=1[C:19](=[O:23])[CH2:20][CH2:21][CH2:22]3)=[CH:10][CH:9]=[C:8]([Cl:7])[CH:15]=2 |f:1.2,4.5.6|. Procedure details: In 5 liters of toluene were combined 200 ml of dimethylformamide, 180.71 g of 5-chloro-2-(3-oxocyclohexen-1-yl)aminobenzonitrile hydrochloride prepared in the same manner as the compounds of EXAMPLES 1 and 2, 176 g (2 eq) of milled K2CO3 and 3 g of cuprous chloride (CuCl). After 6 hours of reflux 3 g more of CuCl was added. After 12 hours of reflux 3 g more of CuCl was added. After overnight reflux the reaction mixture was evaporated and the residue extracted with dichloromethane via a Soxhlet e... Starting materials: C(C)OC(CSC1=NC(=CC(=N1)Cl)Cl)=O ((4,6-dichloro-2-pyrimidinylthio)acetic acid ethyl ester), ClC1=CC=C(C(C)N)C=C1 (p-chloro-α-methylbenzylamine), C([O-])([O-])=O.[Na+].[Na+] (sodium carbonate). The solvent is C(C)O (ethanol). Product: ClC1=NC(=NC(=C1)NC(C1=CC=C(C=C1)Cl)C)SCC(=O)O ([4-Chloro-6-(p-chloro-α-methylbenzylamino)-2-pyrimidinylthio] acetic acid). RXN SMILES: C([O:3][C:4](=[O:15])[CH2:5][S:6][C:7]1[N:12]=[C:11]([Cl:13])[CH:10]=[C:9](Cl)[N:8]=1)C.[Cl:16][C:17]1[CH:25]=[CH:24][C:20]([CH:21]([NH2:23])[CH3:22])=[CH:19][CH:18]=1.C(=O)([O-])[O-].[Na+].[Na+]>C(O)C>[Cl:13][C:11]1[CH:10]=[C:9]([NH:23][CH:21]([CH3:22])[C:20]2[CH:24]=[CH:25][C:17]([Cl:16])=[CH:18][CH:19]=2)[N:8]=[C:7]([S:6][CH2:5][C:4]([OH:3])=[O:15])[N:12]=1 |f:2.3.4|. Reported procedure: A stirred mixture of 2.7 g of (4,6-dichloro-2-pyrimidinylthio)acetic acid ethyl ester, 1.6 g of p-chloro-α-methylbenzylamine and 1.1 g of sodium carbonate in 120 ml. ethanol was heated under reflux for 2 hr. The reaction mixture was filtered and the filtrate taken to dryness in a rotary evaporator in vacuo. The residual oil was treated with 100 ml. of 30% sodium hydroxide solution containing a few ml. of ethanol. After a few minutes the clear solution was acidified with concentrated hydrochloric... The reactants are CC(C)(C)c1ccc(OCC2CO2)cc1, CS(C)=O, O=C1C(=O)c2ccc(-c3ccccc3)cc2C2=C1SCC1(CCNCC1)O2. Yields the product CC(C)(C)c1ccc(OCC(O)CN2CCC3(CC2)CSC2=C(O3)c3cc(-c4ccccc4)ccc3C(=O)C2=O)cc1. RXN SMILES: [C:28]([CH3:29])([CH3:30])([CH3:31])[c:32]1[cH:33][cH:34][c:35]([O:36][CH2:37][CH:38]2[O:39][CH2:40]2)[cH:41][cH:42]1.[CH3:43][S:44]([CH3:45])=[O:46].[c:1]1(-[c:7]2[cH:8][cH:9][c:10]3[c:24]([cH:25]2)[C:14]2=[C:13]([C:12](=[O:26])[C:11]3=[O:27])[S:18][CH2:17][C:16]3([O:15]2)[CH2:19][CH2:20][NH:21][CH2:22][CH2:23]3)[cH:2][cH:3][cH:4][cH:5][cH:6]1>>[c:1]1(-[c:7]2[cH:8][cH:9][c:10]3[c:24]([cH:25]2)[C:14]2=[C:13]([C:12](=[O:26])[C:11]3=[O:27])[S:18][CH2:17][C:16]3([O:15]2)[CH2:19][CH2:20][N:21]([CH2:40][CH:38]([CH2:37][O:36][c:35]2[cH:34][cH:33][c:32]([C:28]([CH3:29])([CH3:30])[CH3:31])[cH:42][cH:41]2)[OH:39])[CH2:22][CH2:23]3)[cH:2][cH:3][cH:4][cH:5][cH:6]1. The reactants are C(=O)(O)/C=C/C=1C=C(C(=O)OC)C=C(C1)N1C=CC=C1 (methyl 3-((E)-2-carboxyethenyl)-5-(pyrrol-1-yl)benzoate), [BH4-].[Na+] (sodium borohydride). The reagents and catalysts are [Ni](Cl)Cl (nickel(II) chloride). Solvent: CO (methanol). Conditions: time 7 hour. The product is C(=O)(O)CCC=1C=C(C(=O)OC)C=C(C1)N1C=CC=C1 (methyl 3-(2-carboxyethyl)-5-(pyrrol-1-yl)benzoate). Isolated yield 89.9%. As a reaction SMILES: [C:1](/[CH:4]=[CH:5]/[C:6]1[CH:7]=[C:8]([CH:13]=[C:14]([N:16]2[CH:20]=[CH:19][CH:18]=[CH:17]2)[CH:15]=1)[C:9]([O:11][CH3:12])=[O:10])([OH:3])=[O:2].[BH4-].[Na+]>CO.[Ni](Cl)Cl>[C:1]([CH2:4][CH2:5][C:6]1[CH:7]=[C:8]([CH:13]=[C:14]([N:16]2[CH:17]=[CH:18][CH:19]=[CH:20]2)[CH:15]=1)[C:9]([O:11][CH3:12])=[O:10])([OH:3])=[O:2] |f:1.2|. Reported procedure: To a mixture of methyl 3-((E)-2-carboxyethenyl)-5-(pyrrol-1-yl)benzoate (1.9 g) and nickel(II) chloride in methanol (40 ml) was added portionwise sodium borohydride (1.24 g). After stirring for 7 hours at room temperature, the reaction mixture was filtered and poured into water, followed by acidification of the solution to pH 2. The resulting precipitate was collected by filtration and washed with water to give methyl 3-(2-carboxyethyl)-5-(pyrrol-1-yl)benzoate (1.72 g). RXN SMILES: Cl.[CH:2]1([NH:8][C:9]2[C:14]([CH3:15])=[C:13]([CH3:16])[N:12]=[C:11](NCC3C=CC=CN=3)[N:10]=2)[CH2:7][CH2:6][CH2:5][CH2:4][CH2:3]1.[CH3:25][O:26][C:27]1[CH:28]=[C:29]([CH:32]=[CH:33][CH:34]=1)[CH2:30][NH2:31]>>[CH:2]1([NH:8][C:9]2[C:14]([CH3:15])=[C:13]([CH3:16])[N:12]=[C:11]([NH:31][CH2:30][C:29]3[CH:32]=[CH:33][CH:34]=[C:27]([O:26][CH3:25])[CH:28]=3)[N:10]=2)[CH2:3][CH2:4][CH2:5][CH2:6][CH2:7]1 |f:0.1|. Procedure: The titled compound was synthesized according to the general procedure described for preparation of N4-cyclohexyl-5,6-dimethyl-N2-(pyridin-2-ylmethyl)pyrimidine-2,4-diamine (Example 1) using (3-methoxybenzyl)amine instead of (pyridin-2-ylmethyl)amine. The crude product was purified by crystallization from ethanol (10 mL) to afford the titled compound as the hydrochloride salt as a white solid. 1H NMR (300 MHz, DMSO-d6) δ ppm 1.15-1.28 (m, 5H), 1.60-1.80 (m, 5H), 1.87 (s, 3H), 2.21 (s, 3H), 3.72 ... The product is C1(CCCCC1)NC1=NC(=NC(=C1C)C)NCC1=CC(=CC=C1)OC (N4-cyclohexyl-N2-(3-methoxybenzyl)-5,6-dimethylpyrimidine-2,4-diamine), hydrochloride salt. The reactants are Cl.C1(CCCCC1)NC1=NC(=NC(=C1C)C)NCC1=NC=CC=C1 (N4-cyclohexyl-5,6-dimethyl-N2-(pyridin-2-ylmethyl)pyrimidine-2,4-diamine hydrochloride), COC=1C=C(CN)C=CC1 ((3-methoxybenzyl)amine). The reactants are O=C([O-])[O-], CN1CCCC1CCCl, [K+], [K+], CN(C)C=O, Oc1ccc(S)cc1. Yields the product CN1CCCC1CCSc1ccc(O)cc1. As a reaction SMILES: [C:18](=[O:19])([O-:20])[O-:21].[Cl:1][CH2:2][CH2:3][CH:4]1[N:5]([CH3:9])[CH2:6][CH2:7][CH2:8]1.[K+:22].[K+:23].[O:24]=[CH:25][N:26]([CH3:27])[CH3:28].[OH:10][c:11]1[cH:12][cH:13][c:14]([SH:17])[cH:15][cH:16]1>>[CH2:2]([CH2:3][CH:4]1[N:5]([CH3:9])[CH2:6][CH2:7][CH2:8]1)[S:17][c:14]1[cH:13][cH:12][c:11]([OH:10])[cH:16][cH:15]1. Reactants: [N+](=O)([O-])C1=CC(=NC=C1)NC(=O)C1CC1 (Cyclopropanecarboxylic acid (4-nitro-pyridin-2-yl)-amide), OC=1C=C2C=CN=C(C2=CC1)C(=O)O (6-hydroxy-isoquinoline-1-carboxylic acid), C([O-])([O-])=O.[K+].[K+] (potassium carbonate). Solvent: CS(=O)C (dimethylsulphoxide). Reaction conditions: temperature 20 celsius. Yields the product C1(CC1)C(=O)NC1=NC=CC(=C1)OC=1C=C2C=CN=C(C2=CC1)C(=O)O (6-[2-(Cyclopropanecarbonyl-amino)-pyridin-4-yloxy]-isoquinoline-1-carboxylic acid). Reaction SMILES: [N+]([C:4]1[CH:9]=[CH:8][N:7]=[C:6]([NH:10][C:11]([CH:13]2[CH2:15][CH2:14]2)=[O:12])[CH:5]=1)([O-])=O.[OH:16][C:17]1[CH:18]=[C:19]2[C:24](=[CH:25][CH:26]=1)[C:23]([C:27]([OH:29])=[O:28])=[N:22][CH:21]=[CH:20]2.C(=O)([O-])[O-].[K+].[K+]>CS(C)=O>[CH:13]1([C:11]([NH:10][C:6]2[CH:5]=[C:4]([O:16][C:17]3[CH:18]=[C:19]4[C:24](=[CH:25][CH:26]=3)[C:23]([C:27]([OH:29])=[O:28])=[N:22][CH:21]=[CH:20]4)[CH:9]=[CH:8][N:7]=2)=[O:12])[CH2:15][CH2:14]1 |f:2.3.4|. Procedure: Cyclopropanecarboxylic acid (4-nitro-pyridin-2-yl)-amide (200 mg, 0.965 mmol), 6-hydroxy-isoquinoline-1-carboxylic acid (183 mg, 0.965 mmol), and potassium carbonate (267 mg, 1.93 mmol) are stirred in dimethylsulphoxide (10 mL) at 90° C. for 24 h. After cooling to 20° C., the dimethylsulphoxide is partially evaporated under reduced pressure, water is added, the solution is carefully acidified with trifluoroacetic acid and the resulting solution is purified using a MPLC reverse phase chromatograp... The reactants are FC1=C(N)C(=CC(=C1)Br)F (2,6-difluoro-4-bromo aniline), C(C1=CC=CC=C1)OC=1C=C(C=CC1)B(O)O (3-(benzyloxy)phenylboronic acid). The product is C(C1=CC=CC=C1)OC=1C=C(C=CC1)C1=CC(=C(C(=C1)F)N)F (3′-(benzyloxy)-3,5-difluorobiphenyl-4-amine). Isolated yield 32.8%. RXN SMILES: [F:1][C:2]1[CH:8]=[C:7](Br)[CH:6]=[C:5]([F:10])[C:3]=1[NH2:4].[CH2:11]([O:18][C:19]1[CH:20]=[C:21](B(O)O)[CH:22]=[CH:23][CH:24]=1)[C:12]1[CH:17]=[CH:16][CH:15]=[CH:14][CH:13]=1>>[CH2:11]([O:18][C:19]1[CH:24]=[C:23]([C:7]2[CH:8]=[C:2]([F:1])[C:3]([NH2:4])=[C:5]([F:10])[CH:6]=2)[CH:22]=[CH:21][CH:20]=1)[C:12]1[CH:17]=[CH:16][CH:15]=[CH:14][CH:13]=1. Procedure details: The title compound (0.143 g) was prepared from 2,6-difluoro-4-bromo aniline (0.3 g, 1.4 mmol) and 3-(benzyloxy)phenylboronic acid (0.426 g, 1.8 mmol) as a colourless liquid. 1H-NMR (δ ppm, DMSO-d6, 400 MHz): 7.49-7.44 (m, 2H), 7.39 (t, J 7.2, 2H), 7.35-7.26 (m, 4H), 7.24 (s, 1H), 7.18 (d, J 7.8, 1H), 6.91 (dd, J 1.9, 8.0, 1H), 5.33 (s, 2H), 5.16 (s, 2H). The reactants are C(C)(C)(C)OC(=O)N1CC(C1)C(C)OC1=CC2=C(C3=NC(=CN3CCO2)C=2N(N=CN2)C(C)C)C=C1 (3-{1-[2-(2-isopropyl-2H-[1,2,4]triazol-3-yl)-4,5-dihydro-6-oxa-1,3a-diazabenzo[e]azulen-8-yloxy]ethyl}azetidine-1-carboxylic acid tert-butyl ester), CO (MeOH), O1CCOCC1 (dioxane). Run in Cl (HCl). Run at time 18 hour. Product: C(C)(C)N1N=CN=C1C=1N=C2N(CCOC3=C2C=CC(=C3)OC(C)C3CN(C3)C(C)C)C1 (2-(1-isopropyl-1H-1,2,4-triazol-5-yl)-9-(1-(1-isopropylazetidin-3-yl)ethoxy)-5,6-dihydrobenzo[f]imidazo[1,2-d][1,4]oxazepine). Yield: 23.0%. Reaction SMILES: C(OC([N:8]1[CH2:11][CH:10]([CH:12]([O:14][C:15]2[CH:36]=[CH:35][C:18]3[C:19]4[N:23]([CH2:24][CH2:25][O:26][C:17]=3[CH:16]=2)[CH:22]=[C:21]([C:27]2[N:28]([CH:32]([CH3:34])[CH3:33])[N:29]=[CH:30][N:31]=2)[N:20]=4)[CH3:13])[CH2:9]1)=O)(C)(C)C.[CH3:37]O.O1[CH2:44][CH2:43]OCC1>Cl>[CH:32]([N:28]1[C:27]([C:21]2[N:20]=[C:19]3[C:18]4[CH:35]=[CH:36][C:15]([O:14][CH:12]([CH:10]5[CH2:9][N:8]([CH:43]([CH3:44])[CH3:37])[CH2:11]5)[CH3:13])=[CH:16][C:17]=4[O:26][CH2:25][CH2:24][N:23]3[CH:22]=2)=[N:31][CH:30]=[N:29]1)([CH3:33])[CH3:34]. Procedure details: A solution of 3-{1-[2-(2-isopropyl-2H-[1,2,4]triazol-3-yl)-4,5-dihydro-6-oxa-1,3a-diazabenzo[e]azulen-8-yloxy]ethyl}azetidine-1-carboxylic acid tert-butyl ester (312 mg, 0.63 mmol) in 4M HCl in dioxane (2 mL) and MeOH (5 mL) was stirred at RT for 1 h then concentrated in vacuo. The resulting residue was combined with Pd/C (150 mg) and NEt3 (0.5 mL) in MeOH (3 mL) and acetone (5 mL) and stirred under an atmosphere of H2 for 18 h. The reaction mixture was filtered and the filtrate partitioned betw...